The task is: describe an organic reaction: reactants, conditions, products, and yield. This data is from the Open Reaction Database (ORD), a public repository of structured organic reaction records. The reactants are C(C1=CC=CC=C1)OC1=C(C=CC=C1C1CCCC1)CC(CSCC(CO)O)O (7-(2-benzyloxy-3-cyclopentylphenyl)-4-thiaheptane-1,2,6-triol), O1CCCC1 (tetrahydrofuran), N,N'-carbonyldiimidazole. Solvent: CCOCC (ether). Reaction conditions: temperature 70 celsius, time 5 hour. Yields the product C(C1=CC=CC=C1)OC1=C(C=CC=C1C1CCCC1)CC(CSCC1OC(OC1)=O)O (4-[5-(2-benzyloxy-3-cyclopentylphenyl)-4-hydroxy-2-thiapentyl]-1,3-dioxolan-2-one). Reaction SMILES: [CH2:1]([O:8][C:9]1[C:14]([CH:15]2[CH2:19][CH2:18][CH2:17][CH2:16]2)=[CH:13][CH:12]=[CH:11][C:10]=1[CH2:20][CH:21]([OH:29])[CH2:22][S:23][CH2:24][CH:25]([OH:28])[CH2:26][OH:27])[C:2]1[CH:7]=[CH:6][CH:5]=[CH:4][CH:3]=1.[O:30]1CCC[CH2:31]1>CCOCC>[CH2:1]([O:8][C:9]1[C:14]([CH:15]2[CH2:16][CH2:17][CH2:18][CH2:19]2)=[CH:13][CH:12]=[CH:11][C:10]=1[CH2:20][CH:21]([OH:29])[CH2:22][S:23][CH2:24][CH:25]1[CH2:26][O:27][C:31](=[O:30])[O:28]1)[C:2]1[CH:3]=[CH:4][CH:5]=[CH:6][CH:7]=1. Procedure details: 200 mg (0.48 mmol) of 7-(2-benzyloxy-3-cyclopentylphenyl)-4-thiaheptane-1,2,6-triol (Example 11) are dissolved in 3 ml of tetrahydrofuran, and 150 mg (0.93 mmol) of N,N'-carbonyldiimidazole are added. The solution is stirred at 70° C. with exclusion of moisture for 5 h and then diluted with ether and washed once with 1N sodium hydroxide solution and twice with saturated brine. Drying over sodium sulfate, removal of the solvent by distillation in vacuo and chromatography on silica gel (mobile pha... The reactants are COc1cccc(CC(=O)NCC(OC)OC)c1, CC(=O)O, Cl. The product is COc1ccc2c(c1)CC(=O)NC=C2. RXN SMILES: [CH3:1][O:2][CH:3]([CH2:4][NH:5][C:6]([CH2:7][c:8]1[cH:9][c:10]([O:14][CH3:15])[cH:11][cH:12][cH:13]1)=[O:16])[O:17][CH3:18].[CH3:20][C:21](=[O:22])[OH:23].[ClH:19]>>[CH:3]1=[CH:4][NH:5][C:6](=[O:16])[CH2:7][c:8]2[cH:9][c:10]([O:14][CH3:15])[cH:11][cH:12][c:13]21. Starting materials: S(O)(O)(=O)=O (sulfuric acid), ClC1=CC=2C(CN(S(C2S1)(=O)=O)CCCOC)O (6-chloro-3,4-dihydro-2-(3-methoxypropyl)-2H-thieno[3,2-e]-1,2-thiazin-4-ol 1, 1-dioxide), 4-L, [Cr](=O)(=O)([O-])O[Cr](=O)(=O)[O-].[Na+].[Na+] (sodium dichromate), [Cr](=O)(=O)(O)O (chromic acid). The solvent is O (water), COC(C)(C)C (t-butyl methyl ether). The product is ClC1=CC=2C(CN(S(C2S1)(=O)=O)CCCOC)=O (6-chloro-2,3 -dihydro-2-(3-methoxypropyl)-4H-thieno[3,2-e]-1,2-thiazin-4-one 1, 1-dioxide). As a reaction SMILES: [Cl:1][C:2]1[S:10][C:9]2[S:8](=[O:12])(=[O:11])[N:7]([CH2:13][CH2:14][CH2:15][O:16][CH3:17])[CH2:6][CH:5]([OH:18])[C:4]=2[CH:3]=1.[Cr](O[Cr]([O-])(=O)=O)([O-])(=O)=O.[Na+].[Na+].S(=O)(=O)(O)O.[Cr](O)(O)(=O)=O>COC(C)(C)C.O>[Cl:1][C:2]1[S:10][C:9]2[S:8](=[O:12])(=[O:11])[N:7]([CH2:13][CH2:14][CH2:15][O:16][CH3:17])[CH2:6][C:5](=[O:18])[C:4]=2[CH:3]=1 |f:1.2.3|. Reported procedure: 243 g of alcohol 5 were dissolved in 1.56 L t-butyl methyl ether and charged into a 4-L three necked flask fitted with a reflux condenser and a thermometer. With stirring and cooling with an ice bath a mixture consisting of 155 g of sodium dichromate and 206 g sulfuric acid dissolved in 546 mL of water was added. The temperature was maintained below 20° C. during the addition. After the addition of chromic acid, the biphasic mixture was stirred for further 90 min at 25° C. until the TLC indicate... The reactants are CCOCC (ether), C(CC)OC1=C(CCl)C=CC=C1 (2-propoxybenzyl chloride), O (water), [C-]#N.[Na+] (sodium cyanide). Run in CS(=O)C (DMSO). Reaction conditions: temperature 50 celsius, time 8 hour. Yields the product C(CC)OC1=C(CC#N)C=CC=C1 (2-propoxy benzylcyanide). Isolated yield 54.1%. Reaction SMILES: [CH2:1]([O:4][C:5]1[CH:12]=[CH:11][CH:10]=[CH:9][C:6]=1[CH2:7]Cl)[CH2:2][CH3:3].[C-:13]#[N:14].[Na+].O.CCOCC>CS(C)=O>[CH2:1]([O:4][C:5]1[CH:12]=[CH:11][CH:10]=[CH:9][C:6]=1[CH2:7][C:13]#[N:14])[CH2:2][CH3:3] |f:1.2|. Procedure: A 2 liter flask was charged with 367 grams (1.90 moles, 1.0 ec.) of crude 2-propoxybenzyl chloride in 700 ml of DMSO. The reaction is cooled by a water bath and 102 grams of sodium cyanide (2.09 moles, 1.1 eq.) was added and allowed to warm to 50° C. After the exotherm was complete, the reaction was stirred at room temperature overnight then worked up with water, dilute acid and ether. Removal of the solvent was followed by distillation (120°-150° C. at 1 mm) and gave 180 grams (54% Yield) of a ...